Dataset: the Open Reaction Database (ORD), a public repository of structured organic reaction records. Task: describe an organic reaction: reactants, conditions, products, and yield Starting materials: C[Si](CCO)(C)C (2-(Trimethylsilyl)ethanol), Cl.CN(CCCN=C=NCC)C (1-(3-dimethylaminopropyl)-3-ethylcarbodiimide hydrochloride), N,N-dimethylaminopyridine, C1(=CC=CC=C1)COCCOCCOCC(=O)O (10-Phenyl-3,6,9-trioxadecanoic acid). Solvent: C(Cl)Cl (CH2Cl2). Reaction conditions: temperature 0 celsius, time 10 minute. Product: C[Si](CCOC(COCCOCCOCC1=CC=CC=C1)=O)(C)C (10-phenyl-3,6,9-trioxadecanoic acid 2-(trimethylsilyl)ethyl ester). The yield is 97.5%. As a reaction SMILES: [C:1]1([CH2:7][O:8][CH2:9][CH2:10][O:11][CH2:12][CH2:13][O:14][CH2:15][C:16]([OH:18])=[O:17])[CH:6]=[CH:5][CH:4]=[CH:3][CH:2]=1.Cl.CN(C)CCCN=C=NCC.[CH3:31][Si:32]([CH3:37])([CH3:36])[CH2:33][CH2:34]O>C(Cl)Cl>[CH3:31][Si:32]([CH3:37])([CH3:36])[CH2:33][CH2:34][O:17][C:16](=[O:18])[CH2:15][O:14][CH2:13][CH2:12][O:11][CH2:10][CH2:9][O:8][CH2:7][C:1]1[CH:2]=[CH:3][CH:4]=[CH:5][CH:6]=1 |f:1.2|. Reported procedure: 10-Phenyl-3,6,9-trioxadecanoic acid (1.71 g, 6.71 mmol) was dissolved in CH2Cl2 (13.4 mL) and the solution was cooled to 0° C. 1-(3-dimethylaminopropyl)-3-ethylcarbodiimide hydrochloride (EDCI) (1.41 g, 7.38 mmol) and N,N-dimethylaminopyridine (DMAP) (41.0 mg, 0.34 mmol) were added, and the suspension was stirred for 10 minutes at 0° C. 2-(Trimethylsilyl)ethanol (872.4 mg, 7.38 mmol) was added dropwise via syringe, and the solution was stirred for 20 minutes while warming to room temperature. Th... Reactants: IC=1C=C(C=CC1)N1N=C(N=N1)C(C)N1C=2N(CCC1)C(=NN2)C2=CC=NC=C2 (8-{1-[2-(3-iodo-phenyl)-2H-tetrazol-5-yl]-ethyl}-3-pyridin-4-yl-5,6,7,8-tetrahydro-[1,2,4]triazolo[4,3-a]pyrimidine), palladium (0) tetrakis-triphenylphosphine, CN(C)C=O (DMF). The reagents and catalysts are [C-]#N.[Zn+2].[C-]#N (zinc cyanide). The product is N1=CC=C(C=C1)C1=NN=C2N1CCCN2C(C)C=2N=NN(N2)C=2C=C(C#N)C=CC2 (3-{5-[1-(3-Pyridin-4-yl-6,7-dihydro-5H-[1,2,4]triazolo[4,3-a]pyrimidin-8-yl)-ethyl]-tetrazol-2-yl}-benzonitrile). RXN SMILES: I[C:2]1[CH:3]=[C:4]([N:8]2[N:12]=[N:11][C:10]([CH:13]([N:15]3[CH2:20][CH2:19][CH2:18][N:17]4[C:21]([C:24]5[CH:29]=[CH:28][N:27]=[CH:26][CH:25]=5)=[N:22][N:23]=[C:16]34)[CH3:14])=[N:9]2)[CH:5]=[CH:6][CH:7]=1.[CH3:30][N:31](C=O)C>[C-]#N.[Zn+2].[C-]#N>[N:27]1[CH:26]=[CH:25][C:24]([C:21]2[N:17]3[CH2:18][CH2:19][CH2:20][N:15]([CH:13]([C:10]4[N:11]=[N:12][N:8]([C:4]5[CH:3]=[C:2]([CH:7]=[CH:6][CH:5]=5)[C:30]#[N:31])[N:9]=4)[CH3:14])[C:16]3=[N:23][N:22]=2)=[CH:29][CH:28]=1 |f:2.3.4|. Procedure details: The title compound is prepared from 8-{1-[2-(3-iodo-phenyl)-2H-tetrazol-5-yl]-ethyl}-3-pyridin-4-yl-5,6,7,8-tetrahydro-[1,2,4]triazolo[4,3-a]pyrimidine (1 mmol), zinc cyanide (1.1 mmol), palladium (0) tetrakis-triphenylphosphine (0.05 mmol) in DMF (5 mL) at 80° C. overnight. The reactants are ClC=1N(C(N(C(C1C)=O)C)=O)C (4-Chloro-1,3,5-trimethylpyrimidine-2,6(1H,3H)-dione), O(C1=CC=CC=C1)CC(CN(C)CCNC)O (1-phenoxy-3-(2-methylaminoethyl-N-methylamino)-propan-2-ol), N1=CC=CC=C1 (pyridine). Solvent: C(Cl)Cl (methylene chloride). Product: O(C1=CC=CC=C1)CC(CN(C)CCN(C)C1=C(C(N(C(N1C)=O)C)=O)C)O (1-Phenoxy-3-[2-(1,3,5-trimethylpyrimidine-2,4-dion-6-yl-N-methylamino)-ethyl-N'-methylamino]-propan-2-ol). Reaction SMILES: Cl[C:2]1[N:3]([CH3:12])[C:4](=[O:11])[N:5]([CH3:10])[C:6](=[O:9])[C:7]=1[CH3:8].[O:13]([CH2:20][CH:21]([OH:29])[CH2:22][N:23]([CH2:25][CH2:26][NH:27][CH3:28])[CH3:24])[C:14]1[CH:19]=[CH:18][CH:17]=[CH:16][CH:15]=1.N1C=CC=CC=1>C(Cl)Cl>[O:13]([CH2:20][CH:21]([OH:29])[CH2:22][N:23]([CH2:25][CH2:26][N:27]([C:2]1[N:3]([CH3:12])[C:4](=[O:11])[N:5]([CH3:10])[C:6](=[O:9])[C:7]=1[CH3:8])[CH3:28])[CH3:24])[C:14]1[CH:19]=[CH:18][CH:17]=[CH:16][CH:15]=1. Procedure details: 4.7 g. 4-Chloro-1,3,5-trimethylpyrimidine-2,6(1H,3H)-dione and 6.0 g. 1-phenoxy-3-(2-methylaminoethyl-N-methylamino)-propan-2-ol (b.p. 138°-142° C./0.01 mm.Hg; obtained from phenyl glycidyl ether and N,N'-dimethylethylenediamine) are stirred for 72 hours at 80° C. in 10 ml. pyridine. The reaction mixture is then dissolved in methylene chloride, washed with water, dried and chromatographed on silica gel using, as elution agent, methylene chloride-methanol (20:1 v/v). By evaporation of the pure fr... Starting materials: OC[C@@H](C1=CC=CC=C1)NC(C(CC#CCC)C)=O (N—((R)-2-hydroxy-1-phenylethyl)-2-methylhept-4-ynamide), acyl, ester, CC(C(=O)Cl)CC#CCC (2-methylhept-4-ynoyl chloride), CC(C(=O)ON1C(CCC1=O)=O)CC#CCC (2,5-dioxopyrrolidin-1-yl 2-methylhept-4-ynoate), 7f, 2011/003058 A1. The product is CC(C(=O)O)CC#CCC (2-methylhept-4-ynoic acid), title intermediate. As a reaction SMILES: [CH3:1][CH:2]([CH2:13][C:14]#[C:15][CH2:16][CH3:17])[C:3]([O:5]N1C(=O)CCC1=O)=[O:4].CC(CC#CCC)C(Cl)=O.OC[C@H](NC(=O)C(C)CC#CCC)C1C=CC=CC=1>>[CH3:1][CH:2]([CH2:13][C:14]#[C:15][CH2:16][CH3:17])[C:3]([OH:5])=[O:4]. Procedure: (S)-(+)-Dimethyl(3-methyl-2-oxooct-5-yn-1-yl)phosphonate was prepared by following the sequence of reaction steps described in Scheme 7a, 7f and Scheme 8, Step A. The intermediate 2-methylhept-4-ynoic acid was prepared according to a method described in WO 2011/003058 A1. (S)-(+)-Diethyl(3-methyl-2-oxooct-5-yn-1-yl)phosphonate was prepared according to the method described in the Journal of Medicinal Chemistry, 1986, 29(3), 313-315, except that 2,5-dioxopyrrolidin-1-yl 2-methylhept-4-ynoate (N-h... The reactants are C(CCCCCCCCCCC)(=O)[O-].C(CCCCCCCCCCC)(=O)[O-].C(CCC)[Sn+2]CCCC (dibutyltin dilaurate), C1CCCCC1 (cyclohexane), Polymer D. Solvent: C1CCOC1 (THF), C1CCOC1 (THF). Run at temperature 40 celsius. Product: CC(=C)C(=O)OCCO (HEMA). As a reaction SMILES: [C:1]([O-:14])(=[O:13])[CH2:2][CH2:3]CCCCCCCCC.[C:15]([O-])(=[O:27])[CH2:16]CCCCCCCCCC.[CH2:29]([Sn+2]CCCC)CCC.C1CCCCC1>C1COCC1>[CH3:29][C:2]([C:1]([O:14][CH2:16][CH2:15][OH:27])=[O:13])=[CH2:3] |f:0.1.2|. Reported procedure: A three-neck reaction flask fitted with a mechanical stirrer, condenser, dropping funnel, and thermometer was charged with 76 parts of a 32.4% THF solution of Polymer D followed by (0.25 parts) of dibutyltin dilaurate (Sigma-Aldrich) and 0.01 parts of BHT. A solution of IEM (4.77 parts) in THF (10 parts) was slowly added from the dropping funnel and the resulting solution heated at 40° C. for 30 minutes. The resulting polymer solution was cooled to room temperature, poured into a large excess of...